Dataset: the Open Reaction Database (ORD), a public repository of structured organic reaction records. Task: describe an organic reaction: reactants, conditions, products, and yield Reactants: C(CCC)[N+](CCCC)(CCCC)CCCC.COC1(C(N(C1)S(=O)(=O)[O-])=O)NC(=O)OCC1=CC=CC=C1 (3-Methoxy-2-oxo-3-[[(phenylmethoxy)carbonyl]amino]-1-azetidinesulfonic acid, tetrabutylammonium salt), O.O.O.O.O.O.O.O.O.O.B([O-])([O-])[O-].[Na+].[Na+].[Na+] (sodium borate decahydrate). Reagents/catalysts: [Pd] (palladium on charcoal). The solvent is CO (methanol), CO (methanol), CO (methanol). Run at time 15 minute. Product: C(CCC)[N+](CCCC)(CCCC)CCCC.NC1(C(N(C1)S(=O)(=O)[O-])=O)OC (3-Amino-3-methoxy-2-oxo-1-azetidinesulfonic acid, tetrabutylammonium salt). Yield: 76.2%. As a reaction SMILES: O.O.O.O.O.O.O.O.O.O.B([O-])([O-])[O-].[Na+].[Na+].[Na+].[CH2:18]([N+:22]([CH2:31][CH2:32][CH2:33][CH3:34])([CH2:27][CH2:28][CH2:29][CH3:30])[CH2:23][CH2:24][CH2:25][CH3:26])[CH2:19][CH2:20][CH3:21].[CH3:35][O:36][C:37]1([NH:46]C(OCC2C=CC=CC=2)=O)[CH2:40][N:39]([S:41]([O-:44])(=[O:43])=[O:42])[C:38]1=[O:45]>CO.[Pd]>[CH2:31]([N+:22]([CH2:18][CH2:19][CH2:20][CH3:21])([CH2:23][CH2:24][CH2:25][CH3:26])[CH2:27][CH2:28][CH2:29][CH3:30])[CH2:32][CH2:33][CH3:34].[NH2:46][C:37]1([O:36][CH3:35])[CH2:40][N:39]([S:41]([O-:44])(=[O:42])=[O:43])[C:38]1=[O:45] |f:0.1.2.3.4.5.6.7.8.9.10.11.12.13,14.15,18.19|. Procedure details: A 4% sodium borate decahydrate in methanol solution (100 μl) is added to a suspension of 10% palladium on charcoal (30 mg) in methanol (2 ml), and the mixture is stirred under an atmosphere of hydrogen for 15 minutes. 3-Methoxy-2-oxo-3-[[(phenylmethoxy)carbonyl]amino]-1-azetidinesulfonic acid, tetrabutylammonium salt (60 mg; see Example 49) in methanol (2 ml) is added and the mixture is vigorously stirred for 15 minutes under a hydrogen atmosphere. Catalyst is removed by filtration through Celit... Starting materials: ClCC(=O)N1C2=C(NC(C3=C1C=CC=C3)=O)C=CC=N2 (11-(chloroacetyl)-5,11-dihydro-6H-pyrido-[2,3-b][1,4]benzodiazepin-6-one), C(C)N(CC)CC1NCCCC1 (2-[(diethylamino)methyl]piperidine), C([O-])([O-])=O.[Na+].[Na+] (sodium carbonate). Solvent: C(CC)O (n-propanol). Run at time 12 hour. Product: C(C)N(CC)CC1N(CCCC1)CC(=O)N1C2=C(NC(C3=C1C=CC=C3)=O)C=CC=N2 (11-[[2-[(Diethylamino)methyl]-1-piperidinyl]acetyl]-5,11-dihydro-6H-pyrido[2,3-b][1,4]benzodiazepin-6-one). Yield: 83.6%. As a reaction SMILES: Cl[CH2:2][C:3]([N:5]1[C:11]2[CH:12]=[CH:13][CH:14]=[CH:15][C:10]=2[C:9](=[O:16])[NH:8][C:7]2[CH:17]=[CH:18][CH:19]=[N:20][C:6]1=2)=[O:4].[CH2:21]([N:23]([CH2:26][CH:27]1[CH2:32][CH2:31][CH2:30][CH2:29][NH:28]1)[CH2:24][CH3:25])[CH3:22].C(=O)([O-])[O-].[Na+].[Na+]>C(O)CC>[CH2:21]([N:23]([CH2:26][CH:27]1[CH2:32][CH2:31][CH2:30][CH2:29][N:28]1[CH2:2][C:3]([N:5]1[C:11]2[CH:12]=[CH:13][CH:14]=[CH:15][C:10]=2[C:9](=[O:16])[NH:8][C:7]2[CH:17]=[CH:18][CH:19]=[N:20][C:6]1=2)=[O:4])[CH2:24][CH3:25])[CH3:22] |f:2.3.4|. Procedure: A mixture of 11-(chloroacetyl)-5,11-dihydro-6H-pyrido-[2,3-b][1,4]benzodiazepin-6-one (97.6 g, 0.339 mol), 2-[(diethylamino)methyl]piperidine (64.0 g, 0.376 mol), sodium carbonate (36.0 g, 0.34 mol) and n-propanol (1.7 liters) is refluxed for 5 hours. The reaction mixture is filtered while hot then left to stand for 12 hours at ambient temperature, after which the desired product is found to have precipitated in crystalline form. The substance is suction filtered, washed 3 times, each time with ...